Dataset: the Open Reaction Database (ORD), a public repository of structured organic reaction records. Task: describe an organic reaction: reactants, conditions, products, and yield Starting materials: C(C=C)ON1C(N(C2=C(C1=O)SC=C2)CC2=CC(=CC=C2)Br)=O (3-Allyloxy-1-(3-bromo-benzyl)-1H-thieno[3,2-d]pyrimidine-2,4-dione), BrCC1COC2=C(O1)C=CC=C2 (2-bromomethyl-2,3-dihydro-benzo[1,4]dioxine), crude intermediate. The product is ON1C(N(C2=C(C1=O)SC=C2)CC2=CC1=CC=CC=C1C=C2)=O (3-Hydroxy-1-naphthalen-2-ylmethyl-1H-thieno[3,2-d]pyrimidine-2,4-dione). Reaction SMILES: C([O:4][N:5]1[C:10](=[O:11])[C:9]2[S:12][CH:13]=[CH:14][C:8]=2[N:7]([CH2:15][C:16]2[CH:21]=[CH:20][CH:19]=[C:18](Br)[CH:17]=2)[C:6]1=[O:23])C=C.BrCC1O[C:30]2[CH:32]=CC=[CH:35][C:29]=2OC1>>[OH:4][N:5]1[C:10](=[O:11])[C:9]2[S:12][CH:13]=[CH:14][C:8]=2[N:7]([CH2:15][C:16]2[CH:21]=[CH:20][C:19]3[C:18](=[CH:35][CH:29]=[CH:30][CH:32]=3)[CH:17]=2)[C:6]1=[O:23]. Procedure details: 3-Allyloxy-1-(3-bromo-benzyl)-1H-thieno[3,2-d]pyrimidine-2,4-dione was alkylated with 2-bromomethyl-2,3-dihydro-benzo[1,4]dioxine via general procedure B2. The crude intermediate was deprotected via general procedure D2. The final product was purified by mass triggered preparative HPLC. Electrospray MS: 333 (M+H); retention time: 2.05 min. Starting materials: OC1=C(C=NC=2N1N=CC2)C(=O)OCC (ethyl 7-hydroxypyrazolo[1,5-a]pyrimidine-6-carboxylate), FC1=C(N)C=C(C=C1)F (2,5-difluoroaniline). Product: FC1=C(C=C(C=C1)F)NC1=C(C=NC=2N1N=CC2)C(=O)OCC (Ethyl 7-(2,5-difluorophenylamino)pyrazolo[1,5-a]pyrimidine-6-carboxylate). Yield: 62.2%. Reaction SMILES: O[C:2]1[N:7]2[N:8]=[CH:9][CH:10]=[C:6]2[N:5]=[CH:4][C:3]=1[C:11]([O:13][CH2:14][CH3:15])=[O:12].[F:16][C:17]1[CH:23]=[CH:22][C:21]([F:24])=[CH:20][C:18]=1[NH2:19]>>[F:16][C:17]1[CH:23]=[CH:22][C:21]([F:24])=[CH:20][C:18]=1[NH:19][C:2]1[N:7]2[N:8]=[CH:9][CH:10]=[C:6]2[N:5]=[CH:4][C:3]=1[C:11]([O:13][CH2:14][CH3:15])=[O:12]. Procedure: Using ethyl 7-hydroxypyrazolo[1,5-a]pyrimidine-6-carboxylate (2.0 g, 9.65 mmol) and 2,5-difluoroaniline (1.12 g, 8.69 mmol) instead of 4-fluoro-2-methylaniline, and in the same manner as in Example 1 step 1, the title compound (1.72 g, 56%) was obtained.